From a dataset of the Open Reaction Database (ORD), a public repository of structured organic reaction records. describe an organic reaction: reactants, conditions, products, and yield Starting materials: C1(CCCCC1)S(=O)(=O)N (cyclohexylsulfonamide), C(C(C)(C)C)[Mg]Cl (neopentylmagnesium chloride). The solvent is C(C)OCC (diethyl ether). Product: C(C(C)(C)C)S(=O)(=O)N (Neopentylsulfonamide). The yield is 27.0%. As a reaction SMILES: C1([S:7]([NH2:10])(=[O:9])=[O:8])CCCCC1.[CH2:11]([Mg]Cl)[C:12]([CH3:15])([CH3:14])[CH3:13]>C(OCC)C>[CH2:11]([S:7]([NH2:10])(=[O:9])=[O:8])[C:12]([CH3:15])([CH3:14])[CH3:13]. Procedure details: Following the procedure for the preparation of cyclohexylsulfonamide, 49 mL (37 mmol) of 0.75M neopentylmagnesium chloride (Alfa) in diethyl ether was converted to 1.52 g (27%) of the desired product as a white solid. 1H NMR (CDCl3) δ 1.17 (s, 9H), 3.12 (s, 2H), 4.74 (brs, 2H); 13C NMR (CDCl3) δ 29.46, 31.51, 67.38; MS m/e 150 (M−1)−. The reactants are CO, O=[N+]([O-])c1cccc(C(F)(F)F)c1NCCO, O. Yields the product Nc1cccc(C(F)(F)F)c1NCCO. RXN SMILES: [CH3:18][OH:19].[N+:1]([O-:2])(=[O:3])[c:4]1[c:5]([NH:14][CH2:15][CH2:16][OH:17])[c:6]([C:10]([F:11])([F:12])[F:13])[cH:7][cH:8][cH:9]1.[OH2:20]>>[NH2:1][c:4]1[c:5]([NH:14][CH2:15][CH2:16][OH:17])[c:6]([C:10]([F:11])([F:12])[F:13])[cH:7][cH:8][cH:9]1. Starting materials: COC1(C(CN(CC1)C(=O)OC(C)(C)C)OCC(=C)C)OC (tert-Butyl 4,4-dimethoxy-3-[(2-methyl-2-propen-1-yl) oxy]piperidine-1-carboxylate), C(=O)(OC(C)(C)C)OC(=O)OC(C)(C)C (di-tert-butyl dicarbonate). Run in O.C(=O)(C(F)(F)F)O (water TFA). Yields the product CC(COC1CN(CCC1=O)C(=O)OC(C)(C)C)=C (tert-Butyl 3-[(2-methyl-2-propen-1-yl)oxy]-4-oxopiperidine-1-carboxylate). Isolated yield 68.1%. RXN SMILES: C[O:2][C:3]1(OC)[CH2:8][CH2:7][N:6]([C:9]([O:11][C:12]([CH3:15])([CH3:14])[CH3:13])=[O:10])[CH2:5][CH:4]1[O:16][CH2:17][C:18]([CH3:20])=[CH2:19].C(OC(OC(C)(C)C)=O)(OC(C)(C)C)=O>O.C(O)(C(F)(F)F)=O>[CH3:20][C:18](=[CH2:19])[CH2:17][O:16][CH:4]1[C:3](=[O:2])[CH2:8][CH2:7][N:6]([C:9]([O:11][C:12]([CH3:15])([CH3:14])[CH3:13])=[O:10])[CH2:5]1 |f:2.3|. Procedure details: The same operation as in Example (90b) was performed using tert-butyl 4,4-dimethoxy-3-[(2-methyl-2-propen-1-yl) oxy]piperidine-1-carboxylate obtained in Example (117a) (4.8 g, 18.7 mmol), a water/TFA mixed solution (1/1, 20 mL) and di-tert-butyl dicarbonate (4.8 g, 22 mol). The resulting residue was purified by silica gel column chromatography (elution solvent: hexane/ethyl acetate=10/1, 5/1, 2/1, 1/1) to obtain 3.43 g of the title compound as a light brown oily substance (84%). Starting materials: C1(=CC=CC=C1)SC=C(C)C (2-methyl-1-propenyl phenyl sulfide), cupric sulfate, [N+](=[N-])=CC(=O)OCC (ethyl diazoacetate). Run in C1CCCCC1 (cyclohexane), C1CCCCC1 (cyclohexane). Reaction conditions: time 7 hour. Product: C1(=CC=CC=C1)SC1C(C1C(=O)OCC)(C)C (ethyl 3-phenylthio-2,2-dimethylcyclopropanecarboxylate). RXN SMILES: [C:1]1([S:7][CH:8]=[C:9]([CH3:11])[CH3:10])[CH:6]=[CH:5][CH:4]=[CH:3][CH:2]=1.[N+](=[CH:14][C:15]([O:17][CH2:18][CH3:19])=[O:16])=[N-]>C1CCCCC1>[C:1]1([S:7][CH:8]2[CH:14]([C:15]([O:17][CH2:18][CH3:19])=[O:16])[C:9]2([CH3:11])[CH3:10])[CH:6]=[CH:5][CH:4]=[CH:3][CH:2]=1. Procedure details: To a mixture of 1.94 g (11.8 mmol) of 2-methyl-1-propenyl phenyl sulfide, 200 mg anhydrous cupric sulfate and 10 ml cyclohexane heated under reflux is added, dropwise and with stirring over a 7 hr period, a solution of 6.58 g (58 mmol) of ethyl diazoacetate in 40 ml cyclohexane. After addition is complete, refluxing and stirring is continued for an additional 2 hr, and then the reaction mixture is filtered, dried and solvent is removed in vacuo to give ethyl 3-phenylthio-2,2-dimethylcyclopropane... Reactants: BrC=1C=2N(N=C(C1)C)C(=C(C2)C)C2=C(C=C(C=C2)Cl)Cl (4-bromo-7-(2,4-dichlorophenyl)-2,6-dimethylpyrrolo[1,2-b]pyridazine), COCC(COC)N (1,3-dimethoxypropan-2-amine), C1(CCCCC1)P(C1=C(C=CC=C1)C=1C(=CC=CC1)N(C)C)C1CCCCC1 (2′-(dicyclohexylphosphino)-N,N-dimethyl-1,1′-biphenyl-2-amine), C(=O)([O-])[O-].[Cs+].[Cs+] (Cs2CO3), COCC(COC)N (1,3-dimethoxypropan-2-amine), C1(CCCCC1)P(C1=C(C=CC=C1)C=1C(=CC=CC1)N(C)C)C1CCCCC1 (2′-(dicyclohexylphosphino)-N,N-dimethyl-1,1′-biphenyl-2-amine). Reagents/catalysts: C=1C=CC(=CC1)/C=C/C(=O)/C=C/C2=CC=CC=C2.C=1C=CC(=CC1)/C=C/C(=O)/C=C/C2=CC=CC=C2.C=1C=CC(=CC1)/C=C/C(=O)/C=C/C2=CC=CC=C2.[Pd].[Pd] (Pd2(dba)3), C=1C=CC(=CC1)/C=C/C(=O)/C=C/C2=CC=CC=C2.C=1C=CC(=CC1)/C=C/C(=O)/C=C/C2=CC=CC=C2.C=1C=CC(=CC1)/C=C/C(=O)/C=C/C2=CC=CC=C2.[Pd].[Pd] (Pd2(dba)3). The solvent is COCCOC (DME). The product is ClC1=C(C=CC(=C1)Cl)C1=C(C=C2N1N=C(C=C2NC(COC)COC)C)C (7-(2,4-dichlorophenyl)-N-[2-methoxy-1-(methoxymethyl)ethyl]-2,6-dimethylpyrrolo[1,2-b]pyridazin-4-amine). RXN SMILES: Br[C:2]1[C:3]2[N:4]([C:9]([C:13]3[CH:18]=[CH:17][C:16]([Cl:19])=[CH:15][C:14]=3[Cl:20])=[C:10]([CH3:12])[CH:11]=2)[N:5]=[C:6]([CH3:8])[CH:7]=1.[CH3:21][O:22][CH2:23][CH:24]([NH2:28])[CH2:25][O:26][CH3:27].C1(P(C2CCCCC2)C2C=CC=CC=2C2C(N(C)C)=CC=CC=2)CCCCC1.C([O-])([O-])=O.[Cs+].[Cs+]>COCCOC.C1C=CC(/C=C/C(/C=C/C2C=CC=CC=2)=O)=CC=1.C1C=CC(/C=C/C(/C=C/C2C=CC=CC=2)=O)=CC=1.C1C=CC(/C=C/C(/C=C/C2C=CC=CC=2)=O)=CC=1.[Pd].[Pd]>[Cl:20][C:14]1[CH:15]=[C:16]([Cl:19])[CH:17]=[CH:18][C:13]=1[C:9]1[N:4]2[N:5]=[C:6]([CH3:8])[CH:7]=[C:2]([NH:28][CH:24]([CH2:25][O:26][CH3:27])[CH2:23][O:22][CH3:21])[C:3]2=[CH:11][C:10]=1[CH3:12] |f:3.4.5,7.8.9.10.11|. Reported procedure: A mixture of 4-bromo-7-(2,4-dichlorophenyl)-2,6-dimethylpyrrolo[1,2-b]pyridazine (0.143 g, 0.387 mmol), 1,3-dimethoxypropan-2-amine (0.092 g, 0.774 mmol), 2′-(dicyclohexylphosphino)-N,N-dimethyl-1,1′-biphenyl-2-amine (0.011 g, 0.029 mmol), Cs2CO3 (0.176 g, 0.542 mmol) and Pd2(dba)3 (0.018 g, 0.02 mmol) in DME (5.0 mL) is refluxed for 24 h. After cooling to room temperature, to the mixture is added 1,3-dimethoxypropan-2-amine (0.092 g, 0.774 mmol), 2′-(dicyclohexylphosphino)-N,N-dimethyl-1,1′-bip... The reactants are CC1(C)OCC(CCNC(=O)C2NC(c3cccc(Cl)c3)C(C#N)(c3ccc(Cl)cc3)C2c2cccc(Cl)c2)O1, Cl, C1CCOC1. Product: N#CC1(c2ccc(Cl)cc2)C(c2cccc(Cl)c2)NC(C(=O)NCCC(O)CO)C1c1cccc(Cl)c1. RXN SMILES: [CH3:1][C:2]1([CH3:40])[O:3][CH2:4][CH:5]([CH2:7][CH2:8][NH:9][C:10](=[O:11])[CH:12]2[NH:13][CH:14]([c:33]3[cH:34][c:35]([Cl:39])[cH:36][cH:37][cH:38]3)[C:15]([C:24]#[N:25])([c:26]3[cH:27][cH:28][c:29]([Cl:32])[cH:30][cH:31]3)[CH:16]2[c:17]2[cH:18][c:19]([Cl:23])[cH:20][cH:21][cH:22]2)[O:6]1.[ClH:41].[O:42]1[CH2:43][CH2:44][CH2:45][CH2:46]1>>[OH:3][CH2:4][CH:5]([OH:6])[CH2:7][CH2:8][NH:9][C:10](=[O:11])[CH:12]1[NH:13][CH:14]([c:33]2[cH:34][c:35]([Cl:39])[cH:36][cH:37][cH:38]2)[C:15]([C:24]#[N:25])([c:26]2[cH:27][cH:28][c:29]([Cl:32])[cH:30][cH:31]2)[CH:16]1[c:17]1[cH:18][c:19]([Cl:23])[cH:20][cH:21][cH:22]1. Reactants: O=C([O-])O, CC(=O)OCCl, CCCC[N+](CCCC)(CCCC)CCCC, CC(C)=O, [I-], [K+], [Na+], [OH-], CC12CC(=O)C3C(CCC4CC(O)CCC43C)C1CCC2C(=O)O. Yields the product CC(=O)OCOC(=O)C1CCC2C3CCC4CC(O)CCC4(C)C3C(=O)CC12C. RXN SMILES: [C:45](=[O:46])([OH:47])[O-:48].[C:50]([CH3:51])(=[O:52])[O:53][CH2:54][Cl:55].[CH2:26]([N+:27]([CH2:28][CH2:29][CH2:30][CH3:31])([CH2:32][CH2:33][CH2:34][CH3:35])[CH2:36][CH2:37][CH2:38][CH3:39])[CH2:40][CH2:41][CH3:42].[CH3:56][C:57](=[O:58])[CH3:59].[I-:44].[K+:49].[Na+:43].[OH-:25].[OH:1][CH:2]1[CH2:3][CH:4]2[CH2:5][CH2:6][CH:7]3[CH:8]4[CH2:9][CH2:10][CH:11]([C:22](=[O:23])[OH:24])[C:12]4([CH3:13])[CH2:14][C:15](=[O:21])[CH:16]3[C:17]2([CH3:20])[CH2:18][CH2:19]1>>[OH:1][CH:2]1[CH2:3][CH:4]2[CH2:5][CH2:6][CH:7]3[CH:8]4[CH2:9][CH2:10][CH:11]([C:22]([O:23][CH2:54][O:53][C:50]([CH3:51])=[O:52])=[O:24])[C:12]4([CH3:13])[CH2:14][C:15](=[O:21])[CH:16]3[C:17]2([CH3:20])[CH2:18][CH2:19]1. The product is C(C)OC(C(C)OC1=CC=C(C=C1)C)=O (2-(p-Tolyloxy)propionic acid ethyl ester). Conditions: temperature 90 celsius, time 16 hour. Solvent: CN(C)C=O (DMF). Procedure: p-Hydroxytoluene (0.30 mol), Cs2CO3 (197.0 g, 0.61 mol), and ethyl 2-bromopropionate (54.3 g, 0.30 mol) were combined in anhydrous DMF (1000 mL) and stirred at 90° C. under an atmosphere of nitrogen. After 16 h, the DMF was removed in vacuo. The residue was dissolved in ethyl acetate (300 mL) and washed twice with water and once with brine. The organic layer was dried over Na2SO4 and concentrated in vacuo to produce an oil. As a reaction SMILES: [OH:1][C:2]1[CH:7]=[CH:6][C:5]([CH3:8])=[CH:4][CH:3]=1.C([O-])([O-])=O.[Cs+].[Cs+].Br[CH:16]([CH3:22])[C:17]([O:19][CH2:20][CH3:21])=[O:18]>CN(C=O)C>[CH2:20]([O:19][C:17](=[O:18])[CH:16]([O:1][C:2]1[CH:7]=[CH:6][C:5]([CH3:8])=[CH:4][CH:3]=1)[CH3:22])[CH3:21] |f:1.2.3|. Starting materials: OC1=CC=C(C=C1)C (p-Hydroxytoluene), C(=O)([O-])[O-].[Cs+].[Cs+] (Cs2CO3), BrC(C(=O)OCC)C (ethyl 2-bromopropionate). Reactants: ICI (diiodomethane), CC1(CCOC2=CC=CC=C12)C (4,4-dimethylchroman), C(CCC)[Li] (n-butyllithium), CN(CCN(C)C)C (tetramethylethylenediamine). The solvent is C(C)OCC (ethyl ether), O (water), C(C)OCC (ethyl ether). Conditions: temperature -78 celsius, time 2 hour. Product: CC1(CCOC2=C(C=CC=C12)I)C (4,4-dimethyl-8-iodochroman). Reaction SMILES: [CH3:1][C:2]1([CH3:12])[C:11]2[C:6](=[CH:7][CH:8]=[CH:9][CH:10]=2)[O:5][CH2:4][CH2:3]1.CN(C)CCN(C)C.C([Li])CCC.[I:26]CI>O.C(OCC)C>[CH3:1][C:2]1([CH3:12])[C:11]2[C:6](=[C:7]([I:26])[CH:8]=[CH:9][CH:10]=2)[O:5][CH2:4][CH2:3]1. Procedure details: 2.00 g (12.3 mmol) of 4,4-dimethylchroman and 30 ml of ethyl ether are introduced into a three-necked flask under argon. 2.4 m (15.9 mmol) of tetramethylethylenediamine (TMEDA) are added dropwise, the mixture is cooled to −78° C. and 5.9 ml (14.8 mmol) of n-butyllithium (2.5M in hexane) are added dropwise. The temperature is allowed to return to −20 °C. over two hours and then to room temperature and the mixture is stirred for 12 hours. 1.3 ml (16.0 mmol) of diiodomethane and 15 ml of ethyl ethe...